This data is from the Open Reaction Database (ORD), a public repository of structured organic reaction records. The task is: describe an organic reaction: reactants, conditions, products, and yield Starting materials: O=C(n1ccnc1)n1ccnc1, O=C([O-])O, C1COCCO1, CCOC(C)=O, Nc1cccc(-n2c(=O)c(Cc3ccccc3)nc3cccnc32)c1, [Na+], C1CCOC1, O=C(O)c1ccc2ccccc2n1. RXN SMILES: [C:14]([n:15]1[cH:16][cH:17][n:18][cH:19]1)([n:20]1[cH:21][cH:22][n:23][cH:24]1)=[O:25].[C:51](=[O:52])([OH:53])[O-:54].[CH2:61]1[O:62][CH2:63][CH2:64][O:65][CH2:66]1.[CH3:67][CH2:68][O:69][C:70](=[O:71])[CH3:72].[NH2:26][c:27]1[cH:28][c:29](-[n:33]2[c:34]3[c:35]([n:36][c:37]([CH2:40][c:41]4[cH:42][cH:43][cH:44][cH:45][cH:46]4)[c:38]2=[O:39])[cH:47][cH:48][cH:49][n:50]3)[cH:30][cH:31][cH:32]1.[Na+:55].[O:56]1[CH2:57][CH2:58][CH2:59][CH2:60]1.[n:1]1[c:2]([C:11](=[O:12])[OH:13])[cH:3][cH:4][c:5]2[cH:6][cH:7][cH:8][cH:9][c:10]12>>[n:1]1[c:2]([C:11](=[O:13])[NH:26][c:27]2[cH:28][c:29](-[n:33]3[c:34]4[c:35]([n:36][c:37]([CH2:40][c:41]5[cH:42][cH:43][cH:44][cH:45][cH:46]5)[c:38]3=[O:39])[cH:47][cH:48][cH:49][n:50]4)[cH:30][cH:31][cH:32]2)[cH:3][cH:4][c:5]2[cH:6][cH:7][cH:8][cH:9][c:10]12. Yields the product O=C(Nc1cccc(-n2c(=O)c(Cc3ccccc3)nc3cccnc32)c1)c1ccc2ccccc2n1. The reactants are Cl (hydrochloric acid), C1(=CC=C(C=C1)S(=O)(=O)OCC=CC(F)(F)F)C (4,4,4-trifluoro-2-butenyl p-toluenesulfonate), FC(CCS(=O)(=O)C(C#N)C)(F)F (2-(3,3,3-trifluoropropylsulfonyl)propionitrile), [H-].[Na+] (sodium hydride), O1CCCC1 (tetrahydrofuran). Run at time 2 day. The product is FC(C=CCC(C#N)(S(=O)(=O)CCC(F)(F)F)C)(F)F (6,6,6-trifluoro-2-methyl-2-(3,3,3-trifluoropropylsulfonyl)-4-hexenenitrile). RXN SMILES: C1(C)C=CC(S(OC[CH:12]=[CH:13][C:14]([F:17])([F:16])[F:15])(=O)=O)=CC=1.[F:19][C:20]([F:31])([F:30])[CH2:21][CH2:22][S:23]([CH:26]([CH3:29])[C:27]#[N:28])(=[O:25])=[O:24].[H-].[Na+].Cl.O1CCC[CH2:36]1>>[F:15][C:14]([F:17])([F:16])[CH:13]=[CH:12][CH2:29][C:26]([CH3:36])([S:23]([CH2:22][CH2:21][C:20]([F:19])([F:30])[F:31])(=[O:24])=[O:25])[C:27]#[N:28] |f:2.3|. Procedure: To a solution of 1.5 g of 4,4,4-trifluoro-2-butenyl p-toluenesulfonate and 1.2 g of 2-(3,3,3-trifluoropropylsulfonyl)propionitrile in 30 ml of tetrahydrofuran was added 0.2 g of sodium hydride (60% in oil) at room temperature. The reaction mixture was stirred at the same temperature for 2 days. To the reaction mixture was added 10% hydrochloric acid and then extracted with ethyl acetate. The organic layer was washed with a saturated sodium chloride aqueous solution, dried over anhydrous magnesiu... Reactants: C1(CCCC2=CC=CC=C12)=O (1,2,3,4-tetrahydronaphthalene-1-one), solution, [C-]#N.[Li+] (lithium cyanide), C[Si](C)(C)C#N (trimethylsilyl cyanide). Solvent: C1CCOC1 (THF). Product: C(#N)C1(CCCC2=CC=CC=C12)O[Si](C)(C)C (1-Cyano-1-trimethylsilyloxy-1,2,3,4-tetrahydronaphthalene). RXN SMILES: [C:1]1(=[O:11])[C:10]2[C:5](=[CH:6][CH:7]=[CH:8][CH:9]=2)[CH2:4][CH2:3][CH2:2]1.[C-:12]#[N:13].[Li+].[CH3:15][Si:16](C#N)([CH3:18])[CH3:17]>C1COCC1>[C:12]([C:1]1([O:11][Si:16]([CH3:18])([CH3:17])[CH3:15])[C:10]2[C:5](=[CH:6][CH:7]=[CH:8][CH:9]=2)[CH2:4][CH2:3][CH2:2]1)#[N:13] |f:1.2|. Reported procedure: To a solution of 1,2,3,4-tetrahydronaphthalene-1-one (20 g, 140 mmol) in THF (150 mL) was added 6 mL of a 0.5M solution of lithium cyanide (3 mmol, 0.02 equivalent). The reaction mixture was stirred for ~2 minutes and then trimethylsilyl cyanide (25 g, 250 mmol, 1.8 equivalent) was added in one portion. The reaction mixture was stirred for 4.5 hours. Solvents and excess trimethylsilyl cyanide were removed under reduced pressure to give the title compound as a yellow oil. The oil was used in the ... Reactants: C1=CCCCC1, CO, COC(=O)c1cc([N+](=O)[O-])c(C)c([N+](=O)[O-])c1. Yields the product COC(=O)c1cc(N)c(C)c([N+](=O)[O-])c1. RXN SMILES: [CH2:20]1[CH2:21][CH:22]=[CH:23][CH2:24][CH2:25]1.[CH3:18][OH:19].[CH3:1][c:2]1[c:3]([N+:15]([O-:16])=[O:17])[cH:4][c:5]([C:6](=[O:7])[O:8][CH3:9])[cH:10][c:11]1[N+:12](=[O:13])[O-:14]>>[CH3:1][c:2]1[c:3]([NH2:15])[cH:4][c:5]([C:6](=[O:7])[O:8][CH3:9])[cH:10][c:11]1[N+:12](=[O:13])[O-:14].